The task is: describe an organic reaction: reactants, conditions, products, and yield. This data is from the Open Reaction Database (ORD), a public repository of structured organic reaction records. Starting materials: N#CCCCC(=O)c1ccc(C(F)(F)F)cc1, CCO, Cl, Cl, Cl, NCCON, c1ccncc1. Product: N#CCCCC(=NOCCN)c1ccc(C(F)(F)F)cc1, Cl. RXN SMILES: [C:1](#[N:2])[CH2:3][CH2:4][CH2:5][C:6](=[O:7])[c:8]1[cH:9][cH:10][c:11]([C:14]([F:15])([F:16])[F:17])[cH:12][cH:13]1.[CH3:32][CH2:33][OH:34].[ClH:18].[ClH:19].[ClH:31].[NH2:20][O:21][CH2:22][CH2:23][NH2:24].[cH:25]1[cH:26][cH:27][n:28][cH:29][cH:30]1>>[C:1](#[N:2])[CH2:3][CH2:4][CH2:5][C:6]([c:8]1[cH:9][cH:10][c:11]([C:14]([F:15])([F:16])[F:17])[cH:12][cH:13]1)=[N:20][O:21][CH2:22][CH2:23][NH2:24].[ClH:18]. The reactants are [OH-].[Na+] (sodium hydroxide), FC(C=1C=C(N)C=CC1[N+](=O)[O-])(F)F (3-(trifluoromethyl)-4-nitroaniline), C(C1=CC=CC=C1)(=O)Cl (benzoyl chloride), O (water). Solvent: N1=CC=CC=C1 (pyridine). Conditions: time 8 hour. Product: C(C1=CC=CC=C1)(=O)NC1=CC(=C(C=C1)[N+](=O)[O-])C(F)(F)F (N-benzoyl 3-(trifluoromethyl)-4-nitroaniline). The yield is 67.1%. RXN SMILES: [F:1][C:2]([F:14])([F:13])[C:3]1[CH:4]=[C:5]([CH:7]=[CH:8][C:9]=1[N+:10]([O-:12])=[O:11])[NH2:6].[C:15](Cl)(=[O:22])[C:16]1[CH:21]=[CH:20][CH:19]=[CH:18][CH:17]=1.O.[OH-].[Na+]>N1C=CC=CC=1>[C:15]([NH:6][C:5]1[CH:7]=[CH:8][C:9]([N+:10]([O-:12])=[O:11])=[C:3]([C:2]([F:13])([F:14])[F:1])[CH:4]=1)(=[O:22])[C:16]1[CH:21]=[CH:20][CH:19]=[CH:18][CH:17]=1 |f:3.4|. Reported procedure: A mixture of 3-(trifluoromethyl)-4-nitroaniline (1.00 g, 4.85 mmol) and benzoyl chloride (0.62 ml, 5.34 mmol) were heated in pyridine (20 ml) at reflux for 3 hours under an inert atmosphere. The reaction was allowed to cool to ambient temperature, poured into water (200 ml) and basified by addition of 2.0 N aqueous sodium hydroxide solution. An oily liquid separated out which crystallised on standing at 4° C. overnight. The solid was collected by suction filtration, washed with water (3×20 ml) a... Run at temperature -15 celsius, time 5 minute. As a reaction SMILES: [Cl:1][C:2]1[N:10]=[C:9]([CH3:11])[N:8]=[C:7]2[C:3]=1[N:4]([CH2:24][C:25]([OH:27])=O)[C:5](=[O:23])[N:6]2[C:12]1[CH:17]=[CH:16][C:15]([CH:18]([CH3:20])[CH3:19])=[CH:14][C:13]=1[S:21][CH3:22].C[N:29]1CCOCC1.ClC(OCC(C)C)=O.N>O1CCCC1.O>[Cl:1][C:2]1[N:10]=[C:9]([CH3:11])[N:8]=[C:7]2[C:3]=1[N:4]([CH2:24][C:25]([NH2:29])=[O:27])[C:5](=[O:23])[N:6]2[C:12]1[CH:17]=[CH:16][C:15]([CH:18]([CH3:20])[CH3:19])=[CH:14][C:13]=1[S:21][CH3:22]. Starting materials: N (ammonia), CN1CCOCC1 (N-methylmorpholine), ClC(=O)OCC(C)C (isobutyl chloroformate), ClC1=C2N(C(N(C2=NC(=N1)C)C1=C(C=C(C=C1)C(C)C)SC)=O)CC(=O)O (2-[6-chloro-2-methyl-8-oxo-9-(4-isopropyl-2-methylthiophenyl)-8,9-dihydropurin-7-yl]acetic acid). The solvent is O1CCCC1 (tetrahydrofuran), O (Water). The product is ClC1=C2N(C(N(C2=NC(=N1)C)C1=C(C=C(C=C1)C(C)C)SC)=O)CC(=O)N (2-[6-chloro-2-methyl-8-oxo-9-(4-isopropyl-2-methylthiophenyl)-8,9-dihydropurin-7-yl]acetamide). Isolated yield 87.4%. Procedure details: In 4 ml of tetrahydrofuran, 0.47 g of 2-[6-chloro-2-methyl-8-oxo-9-(4-isopropyl-2-methylthiophenyl)-8,9-dihydropurin-7-yl]acetic acid was dissolved. After the reaction mixture was cooled to −15° C., 0.14 g of N-methylmorpholine and 0.19 g of isobutyl chloroformate was added thereto. After the reaction solution was stirred for 5 minutes, 0.085 ml of 28% aqueous ammonia was added thereto. The reaction mixture was warmed up to room temperature and was subsequently stirred overnight. Water was poure... The reactants are C(C1=CC=CC=C1)OCCI (2-(benzyloxy)-ethyl iodide), C(C1=CC=CC=C1)OCCOCC1=CC=C(C=C1)C1C(CN(CC1COC(C1=CC=CC=C1)(C1=CC=CC=C1)C1=CC=CC=C1)C(=O)OC(C)(C)C)OCC1=CC2=CC=CC=C2C=C1 (tert-butyl (3RS,4RS,5SR)-4-[4-(2-benzyloxy-ethoxymethyl)-phenyl]-3-(naphthalen-2-ylmethoxy)-5-trityloxymethyl-piperidine-1-carboxylate), FC(C(=O)O)(F)F (trifluoroacetic acid), FC(C(=O)OC(C(F)(F)F)=O)(F)F (trifluoroacetic anhydride). Solvent: C(Cl)Cl (methylene chloride). Yields the product C(C1=CC=CC=C1)OCCOCC1=CC=C(C=C1)C1C(CN(CC1OCC1=CC2=CC=CC=C2C=C1)C(=O)OC(C)(C)C)CO (tert-butyl (3SR,4RS,5RS)-4-[4-(2-benzyloxy-ethoxymethyl)-phenyl]-3-hydroxymethyl-5-(naphthalen-2-ylmethoxy)-piperidine-1-carboxylate). As a reaction SMILES: C(OCCI)C1C=CC=CC=1.[CH2:12]([O:19][CH2:20][CH2:21][O:22][CH2:23][C:24]1[CH:29]=[CH:28][C:27]([CH:30]2[CH:35]([CH2:36][O:37]C(C3C=CC=CC=3)(C3C=CC=CC=3)C3C=CC=CC=3)[CH2:34][N:33]([C:57]([O:59][C:60]([CH3:63])([CH3:62])[CH3:61])=[O:58])[CH2:32][CH:31]2[O:64][CH2:65][C:66]2[CH:75]=[CH:74][C:73]3[C:68](=[CH:69][CH:70]=[CH:71][CH:72]=3)[CH:67]=2)=[CH:26][CH:25]=1)[C:13]1[CH:18]=[CH:17][CH:16]=[CH:15][CH:14]=1.FC(F)(F)C(O)=O.FC(F)(F)C(OC(=O)C(F)(F)F)=O>C(Cl)Cl>[CH2:12]([O:19][CH2:20][CH2:21][O:22][CH2:23][C:24]1[CH:25]=[CH:26][C:27]([CH:30]2[CH:31]([O:64][CH2:65][C:66]3[CH:75]=[CH:74][C:73]4[C:68](=[CH:69][CH:70]=[CH:71][CH:72]=4)[CH:67]=3)[CH2:32][N:33]([C:57]([O:59][C:60]([CH3:61])([CH3:62])[CH3:63])=[O:58])[CH2:34][CH:35]2[CH2:36][OH:37])=[CH:28][CH:29]=1)[C:13]1[CH:14]=[CH:15][CH:16]=[CH:17][CH:18]=1. Procedure details: In an analogous manner to that described in Example 22 (d), from tert-butyl (3RS,4RS,5SR)-1-benzyl-4-(4-bromo-phenyl)-5-hydroxymethyl-piperidin-3-ol [Example 68 (e)] by a palladium catalyzed carbonylation with carbon monoxide in methanol there was obtained methyl (3RS,4RS,5SR)-4-(1-benzyl-3-hydroxy-5-hydroxymethyl-piperidin-4-yl)-benzoate, hydrogenolysis of which in the presence of 5% palladium-charcoal at atmospheric pressure in methanol analogously to Example 2 (e) gave methyl 4-(3-hydroxy-5-h...